Dataset: the Open Reaction Database (ORD), a public repository of structured organic reaction records. Task: describe an organic reaction: reactants, conditions, products, and yield The reactants are CC(=O)NN, CN(C)C=O, O=C(Cl)c1ccc(Cl)nc1. Product: CC(=O)NNC(=O)c1ccc(Cl)nc1. RXN SMILES: [CH3:11][C:12](=[O:13])[NH:14][NH2:15].[CH3:16][N:17]([CH3:18])[CH:19]=[O:20].[Cl:1][c:2]1[n:3][cH:4][c:5]([C:6](=[O:7])[Cl:8])[cH:9][cH:10]1>>[Cl:1][c:2]1[n:3][cH:4][c:5]([C:6](=[O:7])[NH:15][NH:14][C:12]([CH3:11])=[O:13])[cH:9][cH:10]1. Reactants: COC(=O)[C@H]([C@H]1CCCCN1)C2=CC=CC=C2 (threo-methylphenidate), C=1(C(=CC=CC1)C(=O)[C@@]([C@@](C(=O)O)(O)C(=O)C=1C(=CC=CC1)C)(O)C(=O)O)C (Ditoluoyl-D-tartaric acid), CO (methanol). Run in solvent, CC(=O)C (acetone). Conditions: time 17 hour. Product: C=1(C(=CC=CC1)C(=O)[C@@]([C@@](C(=O)[O-])(O)C(=O)C=1C(=CC=CC1)C)(O)C(=O)[O-])C (ditoluoyl-D-tartrate), COC(=O)[C@@H]([C@H]1CCCCN1)C2=CC=CC=C2 (d-threo methylphenidate). The yield is 121.5%. RXN SMILES: [C:1]1([CH3:28])[C:2]([C:7]([C@:9]([C:25]([OH:27])=[O:26])([OH:24])[C@:10]([C:15]([C:17]2[C:18]([CH3:23])=[CH:19][CH:20]=[CH:21][CH:22]=2)=[O:16])([OH:14])[C:11]([OH:13])=[O:12])=[O:8])=[CH:3][CH:4]=[CH:5][CH:6]=1.CO.[CH3:31][O:32][C:33]([C@@H:35]([C:42]1[CH:47]=[CH:46][CH:45]=[CH:44][CH:43]=1)[C@@H:36]1[NH:41][CH2:40][CH2:39][CH2:38][CH2:37]1)=[O:34]>CC(C)=O>[C:1]1([CH3:28])[C:2]([C:7]([C@:9]([C:25]([O-:27])=[O:26])([OH:24])[C@:10]([C:15]([C:17]2[C:18]([CH3:23])=[CH:19][CH:20]=[CH:21][CH:22]=2)=[O:16])([OH:14])[C:11]([O-:13])=[O:12])=[O:8])=[CH:3][CH:4]=[CH:5][CH:6]=1.[CH3:31][O:32][C:33]([C@H:35]([C:42]1[CH:43]=[CH:44][CH:45]=[CH:46][CH:47]=1)[C@@H:36]1[NH:41][CH2:40][CH2:39][CH2:38][CH2:37]1)=[O:34]. Procedure: Ditoluoyl-D-tartaric acid (5.033 g, 12.4 mmol) was suspended in a solution of 2% methanol in acetone (10 ml), and a solution of threo-methylphenidate (2.9 g, 12.4 mmol) in the same solvent (10 ml) was added. The solution was gently warmed to reflux whereupon all the reagents dissolved. The solution was immediately cooled and crystals began to form. The solution was allowed to stand at 4° C. for 17 hours and was then filtered. The crystals were washed with acetone (3×15 ml) and dried in vacuo to ... Yield: 78.3%. Procedure details: 2,3-dichloronitrobenzene (19.2 g), cuprous chloride (2.4 g), anhydrous cupric sulfate (1.0 g), sodium cyanide (purity of 90%, 5.4 g) and dimethylformamide (3.0 g) were heated together to 190° C. and made to react for 3.5 hours at the temperature. After the reaction was over, 100 ml of dichloroethane were added to the reaction mixture and the mixture was filtered. After separating the filtrate, 100 ml of an aqueous 5% solution of ammonia were added to the filtrate and after well shaking the mixtu... The product is ClC1=C(C#N)C(=CC=C1)[N+](=O)[O-] (2-chloro-6-nitrobenzonitrile). Reaction SMILES: Cl[C:2]1[C:7]([Cl:8])=[CH:6][CH:5]=[CH:4][C:3]=1[N+:9]([O-:11])=[O:10].[C-:12]#[N:13].[Na+].ClC(Cl)C>CN(C)C=O>[Cl:8][C:7]1[CH:6]=[CH:5][CH:4]=[C:3]([N+:9]([O-:11])=[O:10])[C:2]=1[C:12]#[N:13] |f:1.2|. Run in CN(C=O)C (dimethylformamide). Starting materials: ClC1=C(C=CC=C1Cl)[N+](=O)[O-] (2,3-dichloronitrobenzene), cuprous chloride, cupric sulfate, [C-]#N.[Na+] (sodium cyanide), ClC(C)Cl (dichloroethane). Yields the product FCC(C#N)(NC1=CC=C(C=C1)C)C (3-fluoro-2-methyl-2-(4-methylphenyl)aminopropionitrile). The reactants are C[Si](C)(C)C#N (Trimethylsilyl cyanide), NC1=CC=C(C=C1)C (p-toluidine), FCC(C)=O (fluoroacetone). Run at time 12 hour. Procedure: Trimethylsilyl cyanide (0.146 ml, 1.1 mmol) was added dropwise to the mixture of p-toluidine (0.107 g, 1 mmol) and fluoroacetone (0.082 g, 1.1 mmol). The reaction mixture was stirred at room temperature for 12 h and then concentrated under vacuum to obtain a brown liquid which was subjected to chromatography (dichloromethane) to yield 19a (0.179 g, 0.93 mmol, 93%) as a yellowish solid. The solvent is ClCCl (dichloromethane). RXN SMILES: C[Si]([C:5]#[N:6])(C)C.[NH2:7][C:8]1[CH:13]=[CH:12][C:11]([CH3:14])=[CH:10][CH:9]=1.[F:15][CH2:16][C:17](=O)[CH3:18]>ClCCl>[F:15][CH2:16][C:17]([CH3:18])([NH:7][C:8]1[CH:13]=[CH:12][C:11]([CH3:14])=[CH:10][CH:9]=1)[C:5]#[N:6]. Isolated yield 93.0%. Reactants: C(C)(=O)OC(C)=O (acetic anhydride), O (water), S([C@H]1[C@H](O)[C@@H](O)[C@@H](O)[C@H](O1)CO)C1CC(CCCC1)N (3-aminocycloheptyl 1-thio-β-D-galactopyranoside), S([C@H]1[C@H](O)[C@@H](O)[C@@H](O)[C@H](O1)CO)C1CC(CCCC1)N (3-aminocycloheptyl 1-thio-β-D-galactopyranoside). Run in CO (methanol). The product is S([C@H]1[C@H](O)[C@@H](O)[C@@H](O)[C@H](O1)CO)C1CC(CCCC1)NC(C)=O (3-acetamidocycloheptyl 1-thio-β-galactopyranoside), C5. RXN SMILES: [S:1]([CH:13]1[CH2:19][CH2:18][CH2:17][CH2:16][CH:15]([NH2:20])[CH2:14]1)[C@@H:2]1[O:10][C@H:9]([CH2:11][OH:12])[C@H:7]([OH:8])[C@H:5]([OH:6])[C@H:3]1[OH:4].[C:21](OC(=O)C)(=[O:23])[CH3:22].O>CO>[S:1]([CH:13]1[CH2:19][CH2:18][CH2:17][CH2:16][CH:15]([NH:20][C:21](=[O:23])[CH3:22])[CH2:14]1)[C@@H:2]1[O:10][C@H:9]([CH2:11][OH:12])[C@H:7]([OH:8])[C@H:5]([OH:6])[C@H:3]1[OH:4]. Procedure details: In one example, the primary amine group of compound B5 can optionally be acylated by contacting B5 with an excess of acetic anhydride in methanol containing a trace of water. Generally, this reaction is conducted at about 25° C. to about 30° C. for about 2 to about 24 hours to provide for 3-acetamidocycloheptyl 1-thio-β-galactopyranoside, C5. Reactants: ClB(Cl)Cl, COCc1cc(CC(=O)OC)c(C)s1, ClCCl. Yields the product COC(=O)Cc1cc(CCl)sc1C. As a reaction SMILES: [B:15]([Cl:16])([Cl:17])[Cl:18].[CH3:1][O:2][C:3]([CH2:4][c:5]1[c:6]([CH3:13])[s:7][c:8]([CH2:10][O:11][CH3:12])[cH:9]1)=[O:14].[Cl:19][CH2:20][Cl:21]>>[CH3:1][O:2][C:3]([CH2:4][c:5]1[c:6]([CH3:13])[s:7][c:8]([CH2:10][Cl:16])[cH:9]1)=[O:14]. The reactants are CC(=O)c1ccc(N2CCN(C(=O)OC(C)(C)C)CC2)cc1, CCO, O=Cc1ccc(C=CC(=O)O)nc1, Cl, O=C(O)C(F)(F)F, [K+], [OH-]. Product: CC(C)(C)OC(=O)N1CCN(c2ccc(C(=O)C=Cc3ccc(C=CC(=O)O)nc3)cc2)CC1, Cl. RXN SMILES: [C:21]([CH3:22])([CH3:23])([CH3:24])[O:25][C:26](=[O:27])[N:28]1[CH2:29][CH2:30][N:31]([c:34]2[cH:35][cH:36][c:37]([C:40]([CH3:41])=[O:42])[cH:38][cH:39]2)[CH2:32][CH2:33]1.[CH3:46][CH2:47][OH:48].[CH:8](=[O:9])[c:10]1[cH:11][cH:12][c:13]([CH:16]=[CH:17][C:18](=[O:19])[OH:20])[n:14][cH:15]1.[ClH:45].[F:1][C:2]([F:3])([F:4])[C:5]([OH:6])=[O:7].[K+:44].[OH-:43]>>[CH:8]([c:10]1[cH:11][cH:12][c:13]([CH:16]=[CH:17][C:18](=[O:19])[OH:20])[n:14][cH:15]1)=[CH:41][C:40]([c:37]1[cH:36][cH:35][c:34]([N:31]2[CH2:30][CH2:29][N:28]([C:26]([O:25][C:21]([CH3:22])([CH3:23])[CH3:24])=[O:27])[CH2:33][CH2:32]2)[cH:39][cH:38]1)=[O:42].[ClH:45].